Dataset: the Open Reaction Database (ORD), a public repository of structured organic reaction records. Task: describe an organic reaction: reactants, conditions, products, and yield Starting materials: FC(C=1C=CC2=C(C(=NCC=3N2C(=NN3)CCl)C3=C(C=CC=C3)Cl)C1)(F)F (8-(trifluoromethyl)-1-(chloromethyl)-6-(o-chlorophenyl)-4H-s-triazolo[4,3-a][1,4]benzodiazepine), CNCC1CC1 (methyl(cyclopropylmethyl)amine). Product: FC(C=1C=CC2=C(C(=NCC=3N2C(=NN3)CN(C)CC3CC3)C3=C(C=CC=C3)Cl)C1)(F)F (8-(trifluoromethyl)-1-[[(cyclopropylmethyl)methylamino]methyl]-6-(o-chlorophenyl)-4H-s-triazolo[4,3-a][1,4]benzodiazepine). RXN SMILES: [F:1][C:2]([F:27])([F:26])[C:3]1[CH:4]=[CH:5][C:6]2[N:12]3[C:13]([CH2:16]Cl)=[N:14][N:15]=[C:11]3[CH2:10][N:9]=[C:8]([C:18]3[CH:23]=[CH:22][CH:21]=[CH:20][C:19]=3[Cl:24])[C:7]=2[CH:25]=1.[CH3:28][NH:29][CH2:30][CH:31]1[CH2:33][CH2:32]1>>[F:27][C:2]([F:26])([F:1])[C:3]1[CH:4]=[CH:5][C:6]2[N:12]3[C:13]([CH2:16][N:29]([CH2:30][CH:31]4[CH2:33][CH2:32]4)[CH3:28])=[N:14][N:15]=[C:11]3[CH2:10][N:9]=[C:8]([C:18]3[CH:23]=[CH:22][CH:21]=[CH:20][C:19]=3[Cl:24])[C:7]=2[CH:25]=1. Procedure: In the manner given in Preparation 29, 8-(trifluoromethyl)-1-(chloromethyl)-6-(o-chlorophenyl)-4H-s-triazolo[4,3-a][1,4]benzodiazepine is treated with methyl(cyclopropylmethyl)amine to give 8-(trifluoromethyl)-1-[[(cyclopropylmethyl)methylamino]methyl]-6-(o-chlorophenyl)-4H-s-triazolo[4,3-a][1,4]benzodiazepine. Preparation 33 8-Chloro-1-[[(cyclopropylmethyl)propylamino]methyl]-6-(2,6-difluorophenyl)-4H-s-triazolo[4,3-a][1,4]benzodiazepine